describe an organic reaction: reactants, conditions, products, and yield From a dataset of the Open Reaction Database (ORD), a public repository of structured organic reaction records. Starting materials: C(Cl)(Cl)Cl (chloroform), O (water), ClC1=CC=C(COC=2C=CC(=NC2)NC(OC)=O)C=C1 (methyl 5-(4-chlorobenzyloxy)-2-pyridylcarbamate). Run in [OH-].[Na+] (sodium hydroxide), CO (methanol), CO (methanol), [OH-].[Na+] (sodium hydroxide), CO (methanol). Run at time 1 hour. Product: NC1=NC=C(C=C1)OCC1=CC=C(C=C1)Cl (2-amino-5-(4-chlorobenzyloxy)pyridine). RXN SMILES: [Cl:1][C:2]1[CH:20]=[CH:19][C:5]([CH2:6][O:7][C:8]2[CH:9]=[CH:10][C:11]([NH:14]C(=O)OC)=[N:12][CH:13]=2)=[CH:4][CH:3]=1.C(Cl)(Cl)Cl.O>[OH-].[Na+].CO>[NH2:14][C:11]1[CH:10]=[CH:9][C:8]([O:7][CH2:6][C:5]2[CH:19]=[CH:20][C:2]([Cl:1])=[CH:3][CH:4]=2)=[CH:13][N:12]=1 |f:3.4|. Procedure details: A slurry of methyl 5-(4-chlorobenzyloxy)-2-pyridylcarbamate (0.75 g, 2.6 mmol) in 10% sodium hydroxide (20 ml) and methanol (40 ml) is heated to 90° under nitrogen gas. After 1 hour, 10 ml of 10% sodium hydroxide and 10 ml of methanol are added. Heating is continued, and after 2 hours, 10 ml of methanol is added. The reaction is heated under reflux overnight. The reaction is then rotoevaporated, and chloroform and water are added. The residue is extracted with chloroform (4×). The combined chlor... Starting materials: CC(C)C[Al+]CC(C)C, ClCCl, CCOC(C)=O, Cc1ccccc1, CCO, Cl, [H-], N#Cc1ccc(C(F)(F)F)cc1I, O. The product is O=Cc1ccc(C(F)(F)F)cc1I. RXN SMILES: [CH2:2]([Al+:3][CH2:4][CH:5]([CH3:6])[CH3:7])[CH:8]([CH3:9])[CH3:10].[CH2:38]([Cl:39])[Cl:40].[CH3:24][CH2:25][O:26][C:27](=[O:28])[CH3:29].[CH3:31][c:32]1[cH:33][cH:34][cH:35][cH:36][cH:37]1.[CH3:42][CH2:43][OH:44].[ClH:30].[H-:1].[I:11][c:12]1[c:13]([C:14]#[N:15])[cH:16][cH:17][c:18]([C:20]([F:21])([F:22])[F:23])[cH:19]1.[OH2:41]>>[I:11][c:12]1[c:13]([CH:14]=[O:26])[cH:16][cH:17][c:18]([C:20]([F:21])([F:22])[F:23])[cH:19]1. The reactants are O=C1CNCC=2NC=3C=CC=C(C3C21)C(=O)OC (methyl 4-oxo-2,3,4,9-tetrahydro-1H-pyrido[3,4-b]indole-5-carboxylate), CN1CC=2C=3C=4C(=CC=CC4NC3C1)C(NN2)=O (2-Methyl-2,3,4,9-tetrahydro-2,4,9,10-tetraazacyclohepta[def]fluoren-8(1H)-one), CC(=O)C (acetone). Product: C(C)(C)N1CC=2C=3C=4C(=CC=CC4NC3C1)C(NN2)=O (2-Isopropyl-2,3,4,9-tetrahydro-2,4,9,10-tetraazacyclohepta[def]fluoren-8(1H)-one). Reaction SMILES: O=[C:2]1[C:14]2[C:13]3[C:12]([C:15]([O:17]C)=O)=[CH:11][CH:10]=[CH:9][C:8]=3[NH:7][C:6]=2[CH2:5][NH:4][CH2:3]1.CN1CC2NC3C=CC=C4C(=O)[NH:34][N:35]=C(C=2C=34)C1.[CH3:37][C:38]([CH3:40])=O>>[CH:38]([N:4]1[CH2:5][C:6]2[NH:7][C:8]3[CH:9]=[CH:10][CH:11]=[C:12]4[C:15](=[O:17])[NH:34][N:35]=[C:2]([C:14]=2[C:13]=34)[CH2:3]1)([CH3:40])[CH3:37]. Procedure: Compound 45 was prepared from methyl 4-oxo-2,3,4,9-tetrahydro-1H-pyrido[3,4-b]indole-5-carboxylate and acetone according to the procedures similar to those for Compound 44. 1H NMR (DMSO-d6) δ 11.7 (s, 1H), 9.83 (s, 1H), 7.43 (d, 1H, J=8.4 Hz), 7.38 (d, 1H, J=7.6 Hz), 7.08 (dd, 1H, J=8.4, 7.6 Hz), 3.78 (s, 2H), 3.26 (s, 2H), 2.93-2.96 (m, 1H), 1.04 (d, 6H, J=6.4 Hz). MS (ESI) m/e [M+1]+ 269.